From a dataset of the Open Reaction Database (ORD), a public repository of structured organic reaction records. describe an organic reaction: reactants, conditions, products, and yield Reaction SMILES: [Br:10][CH2:11][c:12]1[cH:13][cH:14][c:15]([C:18]([CH3:19])([CH3:20])[NH:21][C:22]([O:23][CH3:24])=[O:25])[cH:16][cH:17]1.[CH3:1][c:2]1[cH:3][c:4]([SH:9])[cH:5][cH:6][c:7]1[CH3:8].[O:26]=[CH:27][N:28]([CH3:29])[CH3:30]>>[CH3:1][c:2]1[cH:3][c:4]([S:9][CH2:11][c:12]2[cH:13][cH:14][c:15]([C:18]([CH3:19])([CH3:20])[NH:21][C:22]([O:23][CH3:24])=[O:25])[cH:16][cH:17]2)[cH:5][cH:6][c:7]1[CH3:8]. The reactants are COC(=O)NC(C)(C)c1ccc(CBr)cc1, Cc1ccc(S)cc1C, CN(C)C=O. Yields the product COC(=O)NC(C)(C)c1ccc(CSc2ccc(C)c(C)c2)cc1. Reactants: COC=1C=C(C=C2N(CCC2)C)C=CC1OC (3,4-dimethoxybenzylidene-1-methylpyrrolidine), N1CCCC1 (pyrrolidine). Reagents/catalysts: [Ni].[H][H] (Raney nickel hydrogen). Run in CO (methanol). Product: COC=1C=C(CC2N(CCC2)C)C=CC1OC (3,4-dimethoxybenzyl-1-methylpyrrolidine). Yield: 78.0%. As a reaction SMILES: [CH3:1][O:2][C:3]1[CH:4]=[C:5]([CH:13]=[CH:14][C:15]=1[O:16][CH3:17])[CH:6]=[C:7]1[CH2:11][CH2:10][CH2:9][N:8]1[CH3:12].N1CCCC1>CO.[Ni].[H][H]>[CH3:1][O:2][C:3]1[CH:4]=[C:5]([CH:13]=[CH:14][C:15]=1[O:16][CH3:17])[CH2:6][CH:7]1[CH2:11][CH2:10][CH2:9][N:8]1[CH3:12] |f:3.4|. Reported procedure: Dissolve 12.2 g of 3,4-dimethoxybenzylidene-1-methylpyrrolidine in methanol and reduce the pyrrolidine in the thus-obtained solution with Raney nickel/hydrogen. Filter off the catalyst and distil off the methanol before distilling the residue to obtain 9.6 g (79%) of the title compound with a b.p. of 90° at 0.005 mm of Hg. The m.p. of the picrate (from ethanol) is 105° to 106°. The reactants are CC1(CC(C=2C(=C(NC2C1)C(=O)OCC)CC)=O)C (ethyl 6,6-dimethyl-3-ethyl-4-oxo-4,5,6,7-tetrahydro-1H-indole-2-carboxylate), [OH-].[K+] (KOH), C(C)(=O)O (acetic acid). Solvent: CCO (EtOH), O (water), O (Water). Run at temperature 60 celsius. The product is CC1(CC(C=2C(=C(NC2C1)C(=O)O)CC)=O)C (6,6-Dimethyl 3-ethyl-4-oxo-4,5,6,7-tetrahydro-1H-indole-2-carboxylic acid). The yield is 85.0%. As a reaction SMILES: [CH3:1][C:2]1([CH3:19])[CH2:10][C:9]2[NH:8][C:7]([C:11]([O:13]CC)=[O:12])=[C:6]([CH2:16][CH3:17])[C:5]=2[C:4](=[O:18])[CH2:3]1.[OH-].[K+].C(O)(=O)C>CCO.O>[CH3:19][C:2]1([CH3:1])[CH2:10][C:9]2[NH:8][C:7]([C:11]([OH:13])=[O:12])=[C:6]([CH2:16][CH3:17])[C:5]=2[C:4](=[O:18])[CH2:3]1 |f:1.2|. Procedure: A solution of ethyl 6,6-dimethyl-3-ethyl-4-oxo-4,5,6,7-tetrahydro-1H-indole-2-carboxylate (5.4 g, 0.02 mol) and KOH (2.9 g, 0.05 mol) in EtOH (25 mL) and water (7.5 mL) was heated at reflux for 6 h. The mixture was cooled to 60° C., and neutralized by the addition of acetic acid. Water (80 mL) was added and the cream precipitate collected by filtration. The precipitate was washed with EtOH and hexane then dried under vacuum at 50° C. The acid (4 g, 83%) was isolated as a cream solid, and used wi... The reactants are C(C)OC(C=CC1=CC=C(C=C1)C#CC1=CC=2C(CCC(C2C(=C1)C1CC1)N(C)C1CC1)(C)C)=O (3-{4-[4-cyclopropyl-5-(cyclopropyl-methyl-amino)-8,8-dimethyl-5,6,7,8-tetrahydro-naphthalen-2-ylethynyl]-phenyl}-acrylic acid ethyl ester), C(C)OC(C=CC1=CC=C(C=C1)C#CC1=CC=2C(CCC(C2C(=C1)C1CC1)N(C)C1CC1)(C)C)=O (3-{4-[4-cyclopropyl-5-(cyclopropyl-methyl-amino)-8,8-dimethyl-5,6,7,8-tetrahydro-naphthalen-2-ylethynyl]-phenyl}-acrylic acid ethyl ester), [OH-].[Na+] (sodium hydroxide). Solvent: CO (methanol), O1CCCC1 (tetrahydrofuran). Product: C1(CC1)C1=CC(=CC=2C(CCC(C12)N(C)C1CC1)(C)C)C#CC1=CC=C(C=C1)C=CC(=O)O (3-{4-[4-Cyclopropyl-5-(cyclopropyl-methyl-amino)-8,8-dimethyl-5,6,7,8-tetrahydro-naphthalen-2-ylethynyl]-phenyl}-acrylic acid). Yield: 53.5%. Reaction SMILES: C([O:3][C:4](=[O:35])[CH:5]=[CH:6][C:7]1[CH:12]=[CH:11][C:10]([C:13]#[C:14][C:15]2[CH:24]=[C:23]([CH:25]3[CH2:27][CH2:26]3)[C:22]3[CH:21]([N:28]([CH:30]4[CH2:32][CH2:31]4)[CH3:29])[CH2:20][CH2:19][C:18]([CH3:34])([CH3:33])[C:17]=3[CH:16]=2)=[CH:9][CH:8]=1)C.[OH-].[Na+]>CO.O1CCCC1>[CH:25]1([C:23]2[C:22]3[CH:21]([N:28]([CH:30]4[CH2:31][CH2:32]4)[CH3:29])[CH2:20][CH2:19][C:18]([CH3:33])([CH3:34])[C:17]=3[CH:16]=[C:15]([C:14]#[C:13][C:10]3[CH:9]=[CH:8][C:7]([CH:6]=[CH:5][C:4]([OH:35])=[O:3])=[CH:12][CH:11]=3)[CH:24]=2)[CH2:27][CH2:26]1 |f:1.2|. Procedure: A solution of 3-{4-[4-cyclopropyl-5-(cyclopropyl-methyl-amino)-8,8-dimethyl-5,6,7,8-tetrahydro-naphthalen-2-ylethynyl]-phenyl}-acrylic acid ethyl ester (Intermediate 164, 0.08 g, 0.17 mmol) in methanol (3 mL) and tetrahydrofuran (3 mL) was treated with 2M sodium hydroxide solution (2 mL, 4 mmol) and the resulting reaction mixture was refluxed overnight. The reaction mixture was cooled to ambient temperature, the volatiles were evaporated in vacuo, the residue was diluted with saturated aqueous a...